From a dataset of the Open Reaction Database (ORD), a public repository of structured organic reaction records. describe an organic reaction: reactants, conditions, products, and yield Starting materials: COc1ccc(C#N)nc1Br, Cc1ccccc1, C1CCC(P(C2CCCCC2)C2CCCCC2)CC1, [K+], [K+], [K+], CC(=O)[O-], CC(=O)[O-], O, O=P([O-])([O-])[O-], [Pd+2]. Product: COc1ccc(C#N)nc1C1CC1. RXN SMILES: [Br:1][c:2]1[c:3]([O:10][CH3:11])[cH:4][cH:5][c:6]([C:8]#[N:9])[n:7]1.[CH3:39][c:40]1[cH:41][cH:42][cH:43][cH:44][cH:45]1.[CH:12]1([P:13]([CH:17]2[CH2:18][CH2:19][CH2:20][CH2:21][CH2:22]2)[CH:25]2[CH2:16][CH2:15][CH2:14][CH2:29][CH2:30]2)[CH2:23][CH2:24][CH2:26][CH2:27][CH2:28]1.[K+:36].[K+:37].[K+:38].[O-:48][C:49]([CH3:50])=[O:51].[O-:52][C:53]([CH3:54])=[O:55].[OH2:46].[P:31]([O-:32])([O-:33])([O-:34])=[O:35].[Pd+2:47]>>[c:2]1([CH:29]2[CH2:25][CH2:30]2)[c:3]([O:10][CH3:11])[cH:4][cH:5][c:6]([C:8]#[N:9])[n:7]1.